Dataset: the Open Reaction Database (ORD), a public repository of structured organic reaction records. Task: describe an organic reaction: reactants, conditions, products, and yield Starting materials: OS(=O)(=O)[O-].[Na+] (NaHSO4), C(#N)N1C2=C(CCC3=C1C=CC=C3)C=CC=C2 (5-cyano-10,11-dihydro-5H-dibenz[b,f]-azepine), [O-]Cl.[Na+] (NaClO), 2,2,6,6-tetramethylpiperidine nitroxide. The solvent is C(Cl)Cl (CH2Cl2). Reaction conditions: temperature 0 celsius, time 1 hour. The product is C(#N)N1C2=C(CC(C3=C1C=CC=C3)=O)C=CC=C2 (5-cyano-10-oxo-10,11-dihydro-5H-dibenz[b,f]azepine). The yield is 85.0%. RXN SMILES: [C:1]([N:3]1[C:9]2[CH:10]=[CH:11][CH:12]=[CH:13][C:8]=2[CH2:7][CH2:6][C:5]2[CH:14]=[CH:15][CH:16]=[CH:17][C:4]1=2)#[N:2].[O-]Cl.[Na+].[OH:21]S([O-])(=O)=O.[Na+]>C(Cl)Cl>[C:1]([N:3]1[C:4]2[CH:17]=[CH:16][CH:15]=[CH:14][C:5]=2[C:6](=[O:21])[CH2:7][C:8]2[CH:13]=[CH:12][CH:11]=[CH:10][C:9]1=2)#[N:2] |f:1.2,3.4|. Procedure details: 20 g (85 mmols) of (I) are dissolved in 120 ml of CH2Cl2. The solution is cooled to 0° C. and added with 0.24 g of 2,2,6,6-tetramethylpiperidine nitroxide, then with 180 ml of 1.4M NaClO, adjusted to pH 8.3 with a NaHSO4 saturated solution. The mixture is left for 1 hour at 0° C., then warmed to 20° C. for 4 hours. The organic phase is separated and washed with 50 ml of water, dried with 2 g of Na2SO4 and solvent is evaporated off. The residue is taken up with 50 ml of acetone and kept at 0° C. ... As a reaction SMILES: [CH3:1][C:2]1([CH3:9])[CH2:7][C:6]([CH3:8])=[N:5][CH2:4][NH:3]1.[Na]>CO>[CH3:1][C:2]1([CH3:9])[CH2:7][CH:6]([CH3:8])[N:5]=[CH:4][NH:3]1 |^1:9|. Starting materials: CC1(NCN=C(C1)C)C (4,4,6-trimethyl-2,3,4,5-tetrahydropyrimidine), [Na] (sodium). Conditions: time 17 hour. The solvent is CO (methanol). Yields the product CC1(NC=NC(C1)C)C (4,4,6-trimethyl - 3,4,5,6-tetrahydropyrimidine). Procedure: To a sample of 126 grams of 4,4,6-trimethyl-2,3,4,5-tetrahydropyrimidine in 300 cc. of methanol was added with stirring and cooling over a 2 hr. period 20.8 grams of sodium boronhydride. The mixture was allowed to stand for 17 hrs. The reaction mixture was extracted with chloroform and the chloroform removed under diminished pressure. The remaining product was distilled and the fraction b25 76.5°-77° C. was collected as 108 grams of 4,4,6-trimethyl hexahydropyrimidine. Anal. Calc.ed for C7H16N2 ... The reactants are COC(=O)c1ccc2oc(C)c(Cc3ccc(Br)cc3Cl)c2c1, Cc1ccccc1, CCO, [Na+], [Na+], O=C([O-])[O-], O, OB(O)Oc1ccccc1, c1ccc(P(c2ccccc2)(c2ccccc2)[Pd](P(c2ccccc2)(c2ccccc2)c2ccccc2)(P(c2ccccc2)(c2ccccc2)c2ccccc2)P(c2ccccc2)(c2ccccc2)c2ccccc2)cc1. Yields the product COC(=O)c1ccc2oc(C)c(Cc3ccc(-c4ccccc4)cc3Cl)c2c1. As a reaction SMILES: [Br:1][c:2]1[cH:3][c:4]([Cl:23])[c:5]([CH2:6][c:7]2[c:8]3[c:9]([o:10][c:11]2[CH3:12])[cH:13][cH:14][c:15]([C:17](=[O:18])[O:19][CH3:20])[cH:16]3)[cH:21][cH:22]1.[CH3:121][c:122]1[cH:123][cH:124][cH:125][cH:126][cH:127]1.[CH3:41][CH2:42][OH:43].[Na+:34].[Na+:35].[O-:36][C:37](=[O:38])[O-:39].[OH2:40].[c:24]1([O:30][B:31]([OH:32])[OH:33])[cH:25][cH:26][cH:27][cH:28][cH:29]1.[cH:44]1[cH:45][cH:46][c:47]([P:48]([Pd:49]([P:50]([c:51]2[cH:52][cH:53][cH:54][cH:55][cH:56]2)([c:57]2[cH:58][cH:59][cH:60][cH:61][cH:62]2)[c:63]2[cH:64][cH:65][cH:66][cH:67][cH:68]2)([P:69]([c:70]2[cH:71][cH:72][cH:73][cH:74][cH:75]2)([c:76]2[cH:77][cH:78][cH:79][cH:80][cH:81]2)[c:82]2[cH:83][cH:84][cH:85][cH:86][cH:87]2)[P:88]([c:89]2[cH:90][cH:91][cH:92][cH:93][cH:94]2)([c:95]2[cH:96][cH:97][cH:98][cH:99][cH:100]2)[c:101]2[cH:102][cH:103][cH:104][cH:105][cH:106]2)([c:107]2[cH:108][cH:109][cH:110][cH:111][cH:112]2)[c:113]2[cH:114][cH:115][cH:116][cH:117][cH:118]2)[cH:119][cH:120]1>>[c:2]1(-[c:24]2[cH:25][cH:26][cH:27][cH:28][cH:29]2)[cH:3][c:4]([Cl:23])[c:5]([CH2:6][c:7]2[c:8]3[c:9]([o:10][c:11]2[CH3:12])[cH:13][cH:14][c:15]([C:17](=[O:18])[O:19][CH3:20])[cH:16]3)[cH:21][cH:22]1. Reactants: [K+], [Na+], O=[N+]([O-])[O-], [OH-], Oc1nc2ccc3nonc3c2nc1O, O=S(=O)(O)O. Product: O=[N+]([O-])c1cc2nc(O)c(O)nc2c2nonc12. RXN SMILES: [K+:16].[Na+:22].[O-:17][N+:18]([O-:19])=[O:20].[OH-:21].[OH:1][c:2]1[n:3][c:4]2[cH:5][cH:6][c:7]3[c:8]([c:9]2[n:10][c:11]1[OH:12])[n:13][o:14][n:15]3.[S:23](=[O:24])(=[O:25])([OH:26])[OH:27]>>[OH:1][c:2]1[n:3][c:4]2[cH:5][c:6]([N+:18](=[O:17])[O-:19])[c:7]3[c:8]([c:9]2[n:10][c:11]1[OH:12])[n:13][o:14][n:15]3. Reactants: C1CCOC1, COC(=O)CCC(C(N)=O)N1Cc2c(O)cccc2C1=O, OCc1ccc(CN2CCCCC2)cc1, CC(C)OC(=O)N=NC(=O)OC(C)C. Yields the product COC(=O)CCC(C(N)=O)N1Cc2c(OCc3ccc(CN4CCCCC4)cc3)cccc2C1=O. RXN SMILES: [CH2:51]1[O:52][CH2:53][CH2:54][CH2:55]1.[CH3:1][O:2][C:3]([CH2:4][CH2:5][CH:6]([N:7]1[C:8](=[O:17])[c:9]2[cH:10][cH:11][cH:12][c:13]([OH:16])[c:14]2[CH2:15]1)[C:18]([NH2:19])=[O:20])=[O:21].[N:36]1([CH2:42][c:43]2[cH:44][cH:45][c:46]([CH2:49][OH:50])[cH:47][cH:48]2)[CH2:37][CH2:38][CH2:39][CH2:40][CH2:41]1.[O:22]=[C:23]([O:24][CH:25]([CH3:26])[CH3:27])[N:28]=[N:29][C:30]([O:31][CH:32]([CH3:33])[CH3:34])=[O:35]>>[CH3:1][O:2][C:3]([CH2:4][CH2:5][CH:6]([N:7]1[C:8](=[O:17])[c:9]2[cH:10][cH:11][cH:12][c:13]([O:16][CH2:49][c:46]3[cH:45][cH:44][c:43]([CH2:42][N:36]4[CH2:37][CH2:38][CH2:39][CH2:40][CH2:41]4)[cH:48][cH:47]3)[c:14]2[CH2:15]1)[C:18]([NH2:19])=[O:20])=[O:21].